From a dataset of the Open Reaction Database (ORD), a public repository of structured organic reaction records. describe an organic reaction: reactants, conditions, products, and yield The reactants are [BH4-].[Na+] (sodium borohydride), ClC1=CC=C(C(=O)N)C=C1 (4-chlorobenzamide), C(C)(=O)O (acetic acid), amine. Solvent: O1CCOCC1 (1,4-dioxane), O1CCOCC1 (1,4-dioxane). Product: Cl.ClC1=CC=C(CN)C=C1 (4-Chlorobenzylamine hydrochloride). Reaction SMILES: [BH4-].[Na+].[Cl:3][C:4]1[CH:12]=[CH:11][C:7]([C:8]([NH2:10])=O)=[CH:6][CH:5]=1.C(O)(=O)C>O1CCOCC1>[ClH:3].[Cl:3][C:4]1[CH:12]=[CH:11][C:7]([CH2:8][NH2:10])=[CH:6][CH:5]=1 |f:0.1,5.6|. Reported procedure: Into a mixture comprising 7.30 g of sodium borohydride, 6.00 g of 4-chlorobenzamide and 100 ml of 1,4-dioxane, a mixed solution of 11.58 g of acetic acid and 30 ml of 1,4-dioxane, was dropwise added under stirring and cooling with ice over a period of 30 minutes. After the dropwise addition, the reaction mixture was refluxed under stirring for two hours. After cooling, ice pieces were gradually added to decompose the excess reducing agent, and the solvent was distilled off under reduced pressure...